From a dataset of the Open Reaction Database (ORD), a public repository of structured organic reaction records. describe an organic reaction: reactants, conditions, products, and yield Starting materials: O1C(CCCC1)ONC(=O)C1=CC=C2CCNCC2=C1 (N-(tetrahydro-2H-pyran-2-yloxy)-1,2,3,4-tetrahydroisoquinoline-7-carboxamide), N1C=C(C2=CC=CC=C12)CC(=O)O (indole-3-acetic acid), C=1C=CC2=C(C1)N=NN2O (HOBt), C(CCl)Cl (EDC). The solvent is CN(C)C=O (DMF), C(C)N(CC)CC (triethylamine). Reaction conditions: time 8 hour. Yields the product N1C=C(C2=CC=CC=C12)CC(=O)N1CC2=CC(=CC=C2CC1)C(=O)NOC1OCCCC1 (2-(1H-Indol-3-ylacetyl)-N-(tetrahydro-2H-pyran-2-yloxy)-1,2,3,4-tetrahydroisoquinoline-7-carboxamide). The yield is 290.0%. RXN SMILES: [O:1]1[CH2:6][CH2:5][CH2:4][CH2:3][CH:2]1[O:7][NH:8][C:9]([C:11]1[CH:20]=[C:19]2[C:14]([CH2:15][CH2:16][NH:17][CH2:18]2)=[CH:13][CH:12]=1)=[O:10].[NH:21]1[C:29]2[C:24](=[CH:25][CH:26]=[CH:27][CH:28]=2)[C:23]([CH2:30][C:31](O)=[O:32])=[CH:22]1.C1C=CC2N(O)N=NC=2C=1.C(Cl)CCl>CN(C=O)C.C(N(CC)CC)C>[NH:21]1[C:29]2[C:24](=[CH:25][CH:26]=[CH:27][CH:28]=2)[C:23]([CH2:30][C:31]([N:17]2[CH2:16][CH2:15][C:14]3[C:19](=[CH:20][C:11]([C:9]([NH:8][O:7][CH:2]4[CH2:3][CH2:4][CH2:5][CH2:6][O:1]4)=[O:10])=[CH:12][CH:13]=3)[CH2:18]2)=[O:32])=[CH:22]1. Procedure: A mixture of 200 mg N-(tetrahydro-2H-pyran-2-yloxy)-1,2,3,4-tetrahydroisoquinoline-7-carboxamide, 140 mg indole-3-acetic acid, 98 mg HOBt, 278 mg EDC, 0.6 ml triethylamine and 8 ml DMF is stirred overnight at ambient temperature. The mixture is evaporated. 910 mg of a residue are obtained. The residue is purified by silica gel flash chromatography. 180 mg of the title compound are obtained after drying.